From a dataset of the Open Reaction Database (ORD), a public repository of structured organic reaction records. describe an organic reaction: reactants, conditions, products, and yield Reactants: ester, ClC1=CC=C(C=C1)C1=CC=C(COC(C(=O)OC)(C(F)(F)F)C)C=C1 ((±)-methyl 2-[4-(4-chlorophenyl)benzyloxy]-3,3,3-trifluoro-2-methylpropionate), [OH-].[K+] (potassium hydroxide), CO (methanol). The solvent is O (water). Conditions: time 18 hour. Product: ClC1=CC=C(C=C1)C1=CC=C(COC(C(=O)O)(C(F)(F)F)C)C=C1 ((±)-2-[4-(4-chlorophenyl)benzyloxy]-3,3,3-trifluoro-2-methylpropionic acid). Reaction SMILES: [Cl:1][C:2]1[CH:7]=[CH:6][C:5]([C:8]2[CH:25]=[CH:24][C:11]([CH2:12][O:13][C:14]([CH3:23])([C:19]([F:22])([F:21])[F:20])[C:15]([O:17]C)=[O:16])=[CH:10][CH:9]=2)=[CH:4][CH:3]=1.[OH-].[K+].CO>O>[Cl:1][C:2]1[CH:3]=[CH:4][C:5]([C:8]2[CH:9]=[CH:10][C:11]([CH2:12][O:13][C:14]([CH3:23])([C:19]([F:20])([F:21])[F:22])[C:15]([OH:17])=[O:16])=[CH:24][CH:25]=2)=[CH:6][CH:7]=1 |f:1.2|. Procedure details: A mixture of the impure ester fraction from the previous example (fraction A) of (±)-methyl 2-[4-(4-chlorophenyl)benzyloxy]-3,3,3-trifluoro-2-methylpropionate (15.7 g.), potassium hydroxide (3.0 g.), methanol (300 ml.) and water (30 ml.) is stirred at ambient temperature for 18 hours. The suspension is filtered, and the filtrate is evaporated. The residue is mixed with water, and the mixture is washed with ether. The aqueous phase is acidified with concentrated hydrochloric acid then extracted w... The reactants are C1(=CC=CC=C1)C=CCCCCC(=O)O (7-Phenyl-6-heptenoic acid), O (water), CC1=C(C=C(C=C1C)C)O (2,3,5-trimethylphenol), CS(=O)(=O)O (methanesulfonic acid). Solvent: ClCCl (dichloromethane). Run at temperature 25 celsius, time 6 hour. Yields the product OC1=C(C(=CC(=C1C)C)C)C(CCCCCC(=O)O)C1=CC=CC=C1 (7-(2-hydroxy-3,4,6-trimethylphenyl)-7-phenylheptanoic acid). Yield: 85.2%. Reaction SMILES: [C:1]1([CH:7]=[CH:8][CH2:9][CH2:10][CH2:11][CH2:12][C:13]([OH:15])=[O:14])[CH:6]=[CH:5][CH:4]=[CH:3][CH:2]=1.[CH3:16][C:17]1[C:22]([CH3:23])=[CH:21][C:20]([CH3:24])=[CH:19][C:18]=1O.CS(O)(=O)=O.[OH2:31]>ClCCl>[OH:31][C:18]1[C:17]([CH3:16])=[C:22]([CH3:23])[CH:21]=[C:20]([CH3:24])[C:19]=1[CH:7]([C:1]1[CH:2]=[CH:3][CH:4]=[CH:5][CH:6]=1)[CH2:8][CH2:9][CH2:10][CH2:11][CH2:12][C:13]([OH:15])=[O:14]. Procedure: 7-Phenyl-6-heptenoic acid (10 g) and 2,3,5-trimethylphenol (8.3 g) were suspended in dichloromethane (80 ml). To the suspension was added dropwise methanesulfonic acid (9.4 g) at a temperature ranging from 17°-25° C. The mixture was stirred at 25° C. for 6 hours, to which was then added water (80 ml). The dichloromethane layer was separated and washed with water three times. Dichloromethane was distilled off under reduced pressure, and the residue was recrystallized from toluene (38 m;) to give ... Reactants: Br, C1CCOC1, CO, [H-], Nc1nc(N)c2nc(CBr)cnc2n1, [Na+], c1ccc2c(c1)Nc1ccccc1O2. The product is Nc1nc(N)c2nc(CN3c4ccccc4Oc4ccccc43)cnc2n1. Reaction SMILES: [BrH:17].[CH2:34]1[O:35][CH2:36][CH2:37][CH2:38]1.[CH3:32][OH:33].[H-:2].[NH2:18][c:19]1[n:20][c:21]2[n:22][cH:23][c:24]([CH2:30][Br:31])[n:25][c:26]2[c:27]([NH2:29])[n:28]1.[Na+:1].[cH:3]1[cH:4][cH:5][cH:6][c:7]2[c:16]1[NH:15][c:14]1[c:9]([cH:10][cH:11][cH:12][cH:13]1)[O:8]2>>[cH:3]1[cH:4][cH:5][cH:6][c:7]2[c:16]1[N:15]([CH2:30][c:24]1[cH:23][n:22][c:21]3[n:20][c:19]([NH2:18])[n:28][c:27]([NH2:29])[c:26]3[n:25]1)[c:14]1[c:9]([cH:10][cH:11][cH:12][cH:13]1)[O:8]2. The reactants are C(C)(C)(C)OC(NC=1SC=C(N1)COCCOC)=O (tert-Butyl-4-((2-methoxyethoxy)methyl)thiazol-2-ylcarbamate), Cl.O1CCOCC1 (HCl dioxane). Product: Cl.COCCOCC=1N=C(SC1)N (4-((2-Methoxyethoxy)methyl)thiazol-2-amine hydrochloride). RXN SMILES: C(OC(=O)[NH:7][C:8]1[S:9][CH:10]=[C:11]([CH2:13][O:14][CH2:15][CH2:16][O:17][CH3:18])[N:12]=1)(C)(C)C.[ClH:20].O1CCOCC1>>[ClH:20].[CH3:18][O:17][CH2:16][CH2:15][O:14][CH2:13][C:11]1[N:12]=[C:8]([NH2:7])[S:9][CH:10]=1 |f:1.2,3.4|. Procedure details: Carbamate III (Example 4) (225 mg, 781 μmol) was stirred at ambient temperature with HCl/dioxane (4 M, 4 ml) for 18 hours. Volatiles were removed under reduced pressure and the residue was azeotroped several times with toluene. 1H NMR (300 MHz, CD3OD) δ 3.37 (s, 1H), 3.55-3.59 (m, 2H), 3.64-3.68 (m, 2H), 4.43 (s, 2H), 6.82 (s, 1H).